Dataset: the Open Reaction Database (ORD), a public repository of structured organic reaction records. Task: describe an organic reaction: reactants, conditions, products, and yield Reported procedure: To a suspension of sodium hydride (2.40 g, 60% mineral oil suspension, 60 mmol) in anhydrous DMF (30 ml) is added a solution of 2-naphthalen-1-yl-1H-imidazole (9.70 g, 50 mmol) in DMF (70 ml) at rt. The resulting mixture is stirred at 50° C. for 1 hr, and then cooled to 0° C., after which iodoethane (8.19 g, 52.5 mmol, 1.05 eq.) is added dropwise. The mixture is stirred at rt for 1 hr, and then heated to 50° C. and stirred for an additional 8 hr. The reaction mixture is cooled to rt, and poured ... Reactants: C1(=CC=CC2=CC=CC=C12)C=1NC=CN1 (2-naphthalen-1-yl-1H-imidazole), ice water, [H-].[Na+] (sodium hydride), ICC (iodoethane). As a reaction SMILES: [H-].[Na+].[C:3]1([C:13]2[NH:14][CH:15]=[CH:16][N:17]=2)[C:12]2[C:7](=[CH:8][CH:9]=[CH:10][CH:11]=2)[CH:6]=[CH:5][CH:4]=1.I[CH2:19][CH3:20]>CN(C=O)C>[CH2:19]([N:17]1[CH:16]=[CH:15][N:14]=[C:13]1[C:3]1[C:12]2[C:7](=[CH:8][CH:9]=[CH:10][CH:11]=2)[CH:6]=[CH:5][CH:4]=1)[CH3:20] |f:0.1|. The solvent is CN(C)C=O (DMF), CN(C)C=O (DMF). Conditions: temperature 50 celsius, time 1 hour. Yields the product C(C)N1C(=NC=C1)C1=CC=CC2=CC=CC=C12 (1-ethyl-2-naphthalen-1-yl-1H-imidazole).